From a dataset of the Open Reaction Database (ORD), a public repository of structured organic reaction records. describe an organic reaction: reactants, conditions, products, and yield Reactants: O=C[C@H](O)[C@@H](O)[C@H](O)[C@H](O)CO (D-glucose), [H][H] (hydrogen), C1(CCCCC1)N (cyclohexylamine), CO (methanol). Reagents/catalysts: [Ni] (Raney Nickel). The solvent is O (water). Run at time 8 hour. The product is C1(CCCCC1)NC[C@H](O)[C@@H](O)[C@H](O)[C@H](O)CO (N-cyclohexyl-D-glucamine). As a reaction SMILES: O=[CH:2][C@@H:3]([C@H:5]([C@@H:7]([C@@H:9]([CH2:11][OH:12])[OH:10])[OH:8])[OH:6])[OH:4].[CH:13]1([NH2:19])[CH2:18][CH2:17][CH2:16][CH2:15][CH2:14]1.CO.[H][H]>[Ni].O>[CH:13]1([NH:19][CH2:2][C@@H:3]([C@H:5]([C@@H:7]([C@@H:9]([CH2:11][OH:12])[OH:10])[OH:8])[OH:6])[OH:4])[CH2:18][CH2:17][CH2:16][CH2:15][CH2:14]1. Procedure: 18 G. of D-glucose, 9.9 g. of cyclohexylamine and 1 g. of Raney Nickel in 140 ml. of methanol and 40 ml. of water are treated with hydrogen at 160 psi for 2 hours at 60° C. The solution is filtered to remove the catalyst, and stored overnight at -10° C. to give a precipitate which is recovered by filtration. 2.35 G. of N-cyclohexyl-D-glucamine [m.p. 144°-146° C.; [α]D -20.4° (dimethylsulfoxide)] is obtained.